This data is from the Open Reaction Database (ORD), a public repository of structured organic reaction records. The task is: describe an organic reaction: reactants, conditions, products, and yield Reactants: Brc1ccc2ccc(Br)cc2c1, C1CCOC1, [Li]CCCC, CSSC, O. The product is CSc1ccc2ccc(Br)cc2c1. RXN SMILES: [Br:1][c:2]1[cH:3][c:4]2[cH:5][c:6]([Br:12])[cH:7][cH:8][c:9]2[cH:10][cH:11]1.[CH2:23]1[O:24][CH2:25][CH2:26][CH2:27]1.[CH3:13][CH2:14][CH2:15][CH2:16][Li:17].[CH3:18][S:19][S:20][CH3:21].[OH2:22]>>[Br:1][c:2]1[cH:3][c:4]2[cH:5][c:6]([S:19][CH3:18])[cH:7][cH:8][c:9]2[cH:10][cH:11]1. Starting materials: O=C1CCC(=O)N1Br, O=C(OOC(=O)c1ccccc1)c1ccccc1, ClC(Cl)(Cl)Cl, COC(=O)c1c(C)c(=O)c2ccc(Cl)cc2n1-c1ccccc1. Yields the product COC(=O)c1c(CBr)c(=O)c2ccc(Cl)cc2n1-c1ccccc1. As a reaction SMILES: [Br:24][N:25]1[C:26](=[O:27])[CH2:28][CH2:29][C:30]1=[O:31].[C:32]([O:33][O:34][C:35](=[O:36])[c:37]1[cH:38][cH:39][cH:40][cH:41][cH:42]1)(=[O:43])[c:44]1[cH:45][cH:46][cH:47][cH:48][cH:49]1.[C:50]([Cl:51])([Cl:52])([Cl:53])[Cl:54].[CH3:1][O:2][C:3](=[O:4])[c:5]1[n:6](-[c:18]2[cH:19][cH:20][cH:21][cH:22][cH:23]2)[c:7]2[cH:8][c:9]([Cl:17])[cH:10][cH:11][c:12]2[c:13](=[O:16])[c:14]1[CH3:15]>>[CH3:1][O:2][C:3](=[O:4])[c:5]1[n:6](-[c:18]2[cH:19][cH:20][cH:21][cH:22][cH:23]2)[c:7]2[cH:8][c:9]([Cl:17])[cH:10][cH:11][c:12]2[c:13](=[O:16])[c:14]1[CH2:15][Br:24]. Reactants: Br[Mg]c1ccccc1, C1CCOC1, O=C(c1ccc2c(ccn2-c2ccccc2)c1)C1CC1. Yields the product OC(c1ccccc1)(c1ccc2c(ccn2-c2ccccc2)c1)C1CC1. As a reaction SMILES: [Br:21][Mg:22][c:23]1[cH:24][cH:25][cH:26][cH:27][cH:28]1.[CH2:29]1[O:30][CH2:31][CH2:32][CH2:33]1.[CH:1]1([C:4](=[O:5])[c:6]2[cH:7][c:8]3[cH:9][cH:10][n:11](-[c:15]4[cH:16][cH:17][cH:18][cH:19][cH:20]4)[c:12]3[cH:13][cH:14]2)[CH2:2][CH2:3]1>>[CH:1]1([C:4]([OH:5])([c:6]2[cH:7][c:8]3[cH:9][cH:10][n:11](-[c:15]4[cH:16][cH:17][cH:18][cH:19][cH:20]4)[c:12]3[cH:13][cH:14]2)[c:23]2[cH:24][cH:25][cH:26][cH:27][cH:28]2)[CH2:2][CH2:3]1. Reactants: CC=1NC(=C(C(C1C(=O)O)C1=CC(=CC=C1)[N+](=O)[O-])C(=O)OC)C (1,4-dihydro-2,6-dimethyl-5-methoxycarbonyl-4-(3-nitrophenyl)pyridine-3-carboxylic acid), N1C(=NC=C1)CC1=CC=C(C=C1)\C=C/CO ((Z)-3-[4-(1-imidazolylmethyl)phenyl]-2-propen-1-ol), C1(CCCCC1)N=C=NC1CCCCC1 (dicyclohexylcarbodiimide), 4-N,N-dimethylamino-pyridine. Solvent: C1(=CC=CC=C1)C (toluene). Yields the product CC=1NC(=C(C(C1C(=O)OC\C=C/C1=CC=C(C=C1)CC=1NC=CN1)C1=CC(=CC=C1)[N+](=O)[O-])C(=O)OC)C ((Z)-3-[4-(1-imidazolylmethyl)phenyl]-2-propen-1-yl methyl 1,4-dihydro-2,6-dimethyl-4-(3-nitrophenyl)pyridine-3,5-dicarboxylate). As a reaction SMILES: [CH3:1][C:2]1[NH:3][C:4]([CH3:24])=[C:5]([C:20]([O:22][CH3:23])=[O:21])[CH:6]([C:11]2[CH:16]=[CH:15][CH:14]=[C:13]([N+:17]([O-:19])=[O:18])[CH:12]=2)[C:7]=1[C:8]([OH:10])=[O:9].[NH:25]1[CH:29]=[CH:28][N:27]=[C:26]1[CH2:30][C:31]1[CH:36]=[CH:35][C:34](/[CH:37]=[CH:38]\[CH2:39]O)=[CH:33][CH:32]=1.C1(N=C=NC2CCCCC2)CCCCC1>C1(C)C=CC=CC=1>[CH3:1][C:2]1[NH:3][C:4]([CH3:24])=[C:5]([C:20]([O:22][CH3:23])=[O:21])[CH:6]([C:11]2[CH:16]=[CH:15][CH:14]=[C:13]([N+:17]([O-:19])=[O:18])[CH:12]=2)[C:7]=1[C:8]([O:10][CH2:39]/[CH:38]=[CH:37]\[C:34]1[CH:33]=[CH:32][C:31]([CH2:30][C:26]2[NH:27][CH:28]=[CH:29][N:25]=2)=[CH:36][CH:35]=1)=[O:9]. Reported procedure: 332 mg (1 mM) of 1,4-dihydro-2,6-dimethyl-5-methoxycarbonyl-4-(3-nitrophenyl)pyridine-3-carboxylic acid together with 215 mg (1 mM) of (Z)-3-[4-(1-imidazolylmethyl)phenyl]-2-propen-1-ol, 248 mg (1.2 mM) of dicyclohexylcarbodiimide and 134 mg (1.1 mM) of 4-N,N-dimethylamino-pyridine were dissolved in 5 ml of toluene, while heating, and refluxed for six hours. The solution was cooled to room temperature, and the crystals produced were filtered off. The filtrate was washed with water and dried over... The reactants are O=C(NC1CCCCC1)C1CC2(CC2)CN1Cc1ccccc1, CO, [H][H]. Product: O=C(NC1CCCCC1)C1CC2(CC2)CN1. As a reaction SMILES: [CH2:1]([c:2]1[cH:3][cH:4][cH:5][cH:6][cH:7]1)[N:8]1[CH2:9][C:10]2([CH2:11][CH2:12]2)[CH2:13][CH:14]1[C:15](=[O:16])[NH:17][CH:18]1[CH2:19][CH2:20][CH2:21][CH2:22][CH2:23]1.[CH3:26][OH:27].[H:24][H:25]>>[NH:8]1[CH2:9][C:10]2([CH2:11][CH2:12]2)[CH2:13][CH:14]1[C:15](=[O:16])[NH:17][CH:18]1[CH2:19][CH2:20][CH2:21][CH2:22][CH2:23]1. The reactants are C(C(C)C)N1C2C=C(SC3=C(C1=O)CC(S3)C2)S(=O)(=O)N (5-Isobutyl-4-oxo-3,4,5,6-tetrahydro-2H-2,6-methanothieno[3,2-g]-1,5-thiazocine-8-sulfonamide), OOS(=O)[O-].[K+] (Oxone), CO (methanol). Solvent: O (water). Conditions: time 24 hour. The product is C(C(C)C)N1C2C=C(SC3=C(C1=O)CC(S3(=O)=O)C2)S(=O)(=O)N (5-Isobutyl-4-oxo-3,4,5,6-tetrahydro-2H-2,6-methanothieno[3,2-g]-1,5-thiazocine-8-sulfonamide-1,1-dioxide). Reaction SMILES: [CH2:1]([N:5]1[C:12](=[O:13])[C:11]2[CH2:14][CH:15]3[CH2:17][CH:6]1[CH:7]=[C:8]([S:18]([NH2:21])(=[O:20])=[O:19])[S:9][C:10]=2S3)[CH:2]([CH3:4])[CH3:3].OO[S:24]([O-:26])=[O:25].[K+].CO>O>[CH2:1]([N:5]1[C:12](=[O:13])[C:11]2[CH2:14][CH:15]3[CH2:17][CH:6]1[CH:7]=[C:8]([S:18]([NH2:21])(=[O:20])=[O:19])[S:9][C:10]=2[S:24]3(=[O:26])=[O:25])[CH:2]([CH3:4])[CH3:3] |f:1.2|. Procedure: 5-Isobutyl-4-oxo-3,4,5,6-tetrahydro-2H-2,6-methanothieno[3,2-g]-1,5-thiazocine-8-sulfonamide (2 g, 5.8 mmol) was added to a mixture of Oxone® (10 g, 16.3 mmol) and methanol (25 ml). After 24 hours, the reaction mixture was diluted with water (50 ml) and extracted with ethyl acetate (3×50 ml). After drying over sodium sulfate, the solvent was evaporated under reduced pressure to yield 2.13 of a foam. A sample triturated with 1-chlorobutane gave material with mp 239°-241° C.